From a dataset of the Open Reaction Database (ORD), a public repository of structured organic reaction records. describe an organic reaction: reactants, conditions, products, and yield The reactants are O=C(O)c1ccc(C(=O)O)cc1, CCCCCCCCO, [Cl-], [Cl-], c1ccncc1. Product: CCCCCCCCOC(=O)c1ccc(C(=O)O)cc1. As a reaction SMILES: [C:3]([c:4]1[cH:5][cH:6][c:7]([C:8](=[O:9])[OH:10])[cH:11][cH:12]1)(=[O:13])[OH:14].[CH2:15]([CH2:16][CH2:17][CH2:18][CH2:19][CH2:20][CH2:21][CH3:22])[OH:23].[Cl-:1].[Cl-:2].[cH:24]1[cH:25][cH:26][n:27][cH:28][cH:29]1>>[C:3]([c:4]1[cH:5][cH:6][c:7]([C:8]([O:9][CH2:15][CH2:16][CH2:17][CH2:18][CH2:19][CH2:20][CH2:21][CH3:22])=[O:10])[cH:11][cH:12]1)(=[O:13])[OH:14]. The reactants are CCOC(=O)C=P(c1ccccc1)(c1ccccc1)c1ccccc1, Cc1ccccc1, O=Cc1ccc2c(n1)NCCC2. Product: CCOC(=O)C=Cc1ccc2c(n1)NCCC2. Reaction SMILES: [C:13](=[O:14])([O:15][CH2:16][CH3:17])[CH:18]=[P:19]([c:20]1[cH:21][cH:22][cH:23][cH:24][cH:25]1)([c:26]1[cH:27][cH:28][cH:29][cH:30][cH:31]1)[c:32]1[cH:33][cH:34][cH:35][cH:36][cH:37]1.[CH3:38][c:39]1[cH:40][cH:41][cH:42][cH:43][cH:44]1.[n:1]1[c:2]([CH:11]=[O:12])[cH:3][cH:4][c:5]2[c:10]1[NH:9][CH2:8][CH2:7][CH2:6]2>>[n:1]1[c:2]([CH:11]=[CH:18][C:13](=[O:14])[O:15][CH2:16][CH3:17])[cH:3][cH:4][c:5]2[c:10]1[NH:9][CH2:8][CH2:7][CH2:6]2.